Dataset: the Open Reaction Database (ORD), a public repository of structured organic reaction records. Task: describe an organic reaction: reactants, conditions, products, and yield Reactants: FC1=C(C=CC(=C1)F)C=1N2C=CC(C(=C2C=CC1)C=1C=C(C(=O)O)C=CC1F)=O (3-[6-(2,4-difluorophenyl)-2-oxo-2H-quinolizin-1-yl]-4-fluorobenzoic acid), C(C(=O)Cl)(=O)Cl (oxalyl chloride). The solvent is CO (MeOH). Product: FC1=C(C=CC(=C1)F)C=1N2C=CC(C(=C2C=CC1)C=1C=C(C(=O)OC)C=CC1F)=O (Methyl 3-[6-(2,4-difluorophenyl)-2-oxo-2H-quinolizin-1-yl]-4-fluorobenzoate). RXN SMILES: [F:1][C:2]1[CH:7]=[C:6]([F:8])[CH:5]=[CH:4][C:3]=1[C:9]1[N:10]2[C:15]([CH:16]=[CH:17][CH:18]=1)=[C:14]([C:19]1[CH:20]=[C:21]([CH:25]=[CH:26][C:27]=1[F:28])[C:22]([OH:24])=[O:23])[C:13](=[O:29])[CH:12]=[CH:11]2.[C:30](Cl)(=O)C(Cl)=O>CO>[F:1][C:2]1[CH:7]=[C:6]([F:8])[CH:5]=[CH:4][C:3]=1[C:9]1[N:10]2[C:15]([CH:16]=[CH:17][CH:18]=1)=[C:14]([C:19]1[CH:20]=[C:21]([CH:25]=[CH:26][C:27]=1[F:28])[C:22]([O:24][CH3:30])=[O:23])[C:13](=[O:29])[CH:12]=[CH:11]2. Procedure: To a solution of 3-[6-(2,4-difluorophenyl)-2-oxo-2H-quinolizin-1-yl]-4-fluorobenzoic acid (Example 31, 15 mg, 0.04 mmol) in MeOH (2 mL) was added oxalyl chloride dropwise at 0° C. The reaction mixture was allowed to warm to ambient temperature for 12 h. The mixture was concentrated and the crude material was purified via silica gel chromatography (100% EtOAc). Starting materials: ClCCl, O=S(=O)(OS(=O)(=O)C(F)(F)F)C(F)(F)F, CC(=O)SC1COC(CO)C1, c1ccncc1. Yields the product CC(=O)SC1COC(COS(=O)(=O)C(F)(F)F)C1. As a reaction SMILES: [CH2:27]([Cl:28])[Cl:29].[F:1][C:2]([S:3](=[O:4])(=[O:5])[O:8][S:9](=[O:10])(=[O:11])[C:12]([F:13])([F:14])[F:15])([F:6])[F:7].[OH:16][CH2:17][CH:18]1[CH2:19][CH:20]([S:23][C:24]([CH3:25])=[O:26])[CH2:21][O:22]1.[cH:30]1[cH:31][cH:32][n:33][cH:34][cH:35]1>>[O:8]([S:9](=[O:10])(=[O:11])[C:12]([F:13])([F:14])[F:15])[CH2:17][CH:18]1[CH2:19][CH:20]([S:23][C:24]([CH3:25])=[O:26])[CH2:21][O:22]1. Reactants: OC(CCN1C=NC=C1)CCCCC (1-(3-hydroxyoctyl)imidazole), S(=O)(Cl)Cl (thionyl chloride). The product is Cl.ClC(CCN1C=NC=C1)CCCCC (1-(3-chlorooctyl)imidazole hydrochloride). Reaction SMILES: O[CH:2]([CH2:10][CH2:11][CH2:12][CH2:13][CH3:14])[CH2:3][CH2:4][N:5]1[CH:9]=[CH:8][N:7]=[CH:6]1.S(Cl)([Cl:17])=O>>[ClH:17].[Cl:17][CH:2]([CH2:10][CH2:11][CH2:12][CH2:13][CH3:14])[CH2:3][CH2:4][N:5]1[CH:9]=[CH:8][N:7]=[CH:6]1 |f:2.3|. Reported procedure: A solution of 1.5 g. of 1-(3-hydroxyoctyl)imidazole in 5 ml. of thionyl chloride was stirred for one hour at room temperature, and then evaporated to dryness to give 1-(3-chlorooctyl)imidazole hydrochloride as a gum. The reactants are O=C([O-])O, CC(C)(C)OC(=O)c1ccc(Br)cc1NC(=O)c1ccccc1, Cc1ccccc1, CCO, O=[N+]([O-])c1ccc(B(O)O)cc1, [Na+], O, c1ccc(P(c2ccccc2)(c2ccccc2)[Pd](P(c2ccccc2)(c2ccccc2)c2ccccc2)(P(c2ccccc2)(c2ccccc2)c2ccccc2)P(c2ccccc2)(c2ccccc2)c2ccccc2)cc1. The product is CC(C)(C)OC(=O)c1ccc(-c2ccc([N+](=O)[O-])cc2)cc1NC(=O)c1ccccc1. As a reaction SMILES: [C:13](=[O:14])([O-:15])[OH:16].[C:21]([c:22]1[cH:23][cH:24][cH:25][cH:26][cH:27]1)(=[O:28])[NH:29][c:30]1[c:31]([C:32](=[O:33])[O:34][C:35]([CH3:36])([CH3:37])[CH3:38])[cH:39][cH:40][c:41]([Br:43])[cH:42]1.[CH3:121][c:122]1[cH:123][cH:124][cH:125][cH:126][cH:127]1.[CH3:18][CH2:19][OH:20].[N+:1](=[O:2])([O-:3])[c:4]1[cH:5][cH:6][c:7]([B:10]([OH:11])[OH:12])[cH:8][cH:9]1.[Na+:17].[OH2:128].[cH:44]1[cH:45][cH:46][c:47]([P:48]([Pd:49]([P:50]([c:51]2[cH:52][cH:53][cH:54][cH:55][cH:56]2)([c:57]2[cH:58][cH:59][cH:60][cH:61][cH:62]2)[c:63]2[cH:64][cH:65][cH:66][cH:67][cH:68]2)([P:69]([c:70]2[cH:71][cH:72][cH:73][cH:74][cH:75]2)([c:76]2[cH:77][cH:78][cH:79][cH:80][cH:81]2)[c:82]2[cH:83][cH:84][cH:85][cH:86][cH:87]2)[P:88]([c:89]2[cH:90][cH:91][cH:92][cH:93][cH:94]2)([c:95]2[cH:96][cH:97][cH:98][cH:99][cH:100]2)[c:101]2[cH:102][cH:103][cH:104][cH:105][cH:106]2)([c:107]2[cH:108][cH:109][cH:110][cH:111][cH:112]2)[c:113]2[cH:114][cH:115][cH:116][cH:117][cH:118]2)[cH:119][cH:120]1>>[N+:1](=[O:2])([O-:3])[c:4]1[cH:5][cH:6][c:7](-[c:41]2[cH:40][cH:39][c:31]([C:32](=[O:33])[O:34][C:35]([CH3:36])([CH3:37])[CH3:38])[c:30]([NH:29][C:21]([c:22]3[cH:23][cH:24][cH:25][cH:26][cH:27]3)=[O:28])[cH:42]2)[cH:8][cH:9]1. Starting materials: COC(=O)C1N(C2=CC=CC=C2C1)C(CCSC(C)=O)=O (1-(3-acetylthiopropanoyl)-indoline-2-carboxylic acid methyl ester). Run in CO (methanol), [OH-].[K+] (potassium hydroxide). Product: SCCC(=O)N1C(CC2=CC=CC=C12)C(=O)O (1-(3-mercaptopropanoyl)-indoline-2-carboxylic acid). Reaction SMILES: C[O:2][C:3]([CH:5]1[CH2:13][C:12]2[C:7](=[CH:8][CH:9]=[CH:10][CH:11]=2)[N:6]1[C:14](=[O:21])[CH2:15][CH2:16][S:17]C(=O)C)=[O:4]>CO.[OH-].[K+]>[SH:17][CH2:16][CH2:15][C:14]([N:6]1[C:7]2[C:12](=[CH:11][CH:10]=[CH:9][CH:8]=2)[CH2:13][CH:5]1[C:3]([OH:4])=[O:2])=[O:21] |f:2.3|. Procedure details: The solutions of 4.0 g of 1-(3-acetylthiopropanoyl)-indoline-2-carboxylic acid methyl ester in 20 ml of methanol and 18.5 ml of 2.11N aqueous potassium hydroxide are each deoxygenated by bubbling nitrogen through them for 10 minutes. Then the latter solution is added to the former and the mixture stirred at room temperature under nitrogen. After 2 hours it is quenched with 50 ml of 1N hydrochloric acid and extracted twice with 100 ml of diethyl ether. The combined extracts are dried and evaporat... The reactants are COc1cc2ncnc(Sc3cccc(NC(=O)Nc4cc(C(C)(C)C)on4)c3)c2cc1OCCCN1CCCCC1, C1COCCN1, CCCC[N+](CCCC)(CCCC)CCCC, CCN(C(C)C)C(C)C, [I-]. Product: COc1cc2ncnc(Sc3cccc(NC(=O)Nc4cc(C(C)(C)C)on4)c3)c2cc1OCCCN1CCOCC1. Reaction SMILES: [C:1]([CH3:2])([CH3:3])([CH3:4])[c:5]1[cH:6][c:7]([NH:10][C:11](=[O:12])[NH:13][c:14]2[cH:15][c:16]([S:20][c:21]3[n:22][cH:23][n:24][c:25]4[cH:26][c:27]([O:41][CH3:42])[c:28]([O:31][CH2:32][CH2:33][CH2:34][N:35]5[CH2:36][CH2:37][CH2:38][CH2:39][CH2:40]5)[cH:29][c:30]34)[cH:17][cH:18][cH:19]2)[n:8][o:9]1.[CH2:43]1[NH:44][CH2:46][CH2:47][O:45][CH2:48]1.[CH2:59]([N+:60]([CH2:61][CH2:62][CH2:63][CH3:64])([CH2:65][CH2:66][CH2:67][CH3:68])[CH2:69][CH2:70][CH2:71][CH3:72])[CH2:73][CH2:74][CH3:75].[CH:49]([N:50]([CH:51]([CH3:52])[CH3:53])[CH2:54][CH3:55])([CH3:56])[CH3:57].[I-:58]>>[C:1]([CH3:2])([CH3:3])([CH3:4])[c:5]1[cH:6][c:7]([NH:10][C:11](=[O:12])[NH:13][c:14]2[cH:15][c:16]([S:20][c:21]3[n:22][cH:23][n:24][c:25]4[cH:26][c:27]([O:41][CH3:42])[c:28]([O:31][CH2:32][CH2:33][CH2:34][N:35]5[CH2:36][CH2:37][O:45][CH2:39][CH2:40]5)[cH:29][c:30]34)[cH:17][cH:18][cH:19]2)[n:8][o:9]1.